Dataset: the Open Reaction Database (ORD), a public repository of structured organic reaction records. Task: describe an organic reaction: reactants, conditions, products, and yield Procedure: This compound was prepared by using procedures analogous to those described for the synthesis of Example 4, Step 2 starting from 6-(2,6-difluoro-3,5-dimethoxyphenyl)-3-iodo-1H-pyrazolo[4,3-c]pyridine and 1-methyl-4-{[5-(4,4,5,5-tetramethyl-1,3,2-dioxaborolan-2-yl)-2,3-dihydro-1-benzofuran-2-yl]carbonyl}piperazine. LCMS (M+H)+=536.2. The product is FC1=C(C(=C(C=C1OC)OC)F)C1=CC2=C(C=N1)C(=NN2)C=2C=CC1=C(CC(O1)C(=O)N1CCN(CC1)C)C2 (6-(2,6-Difluoro-3,5-dimethoxyphenyl)-3-{2-[(4-methylpiperazin-1-yl)carbonyl]-2,3-dihydro-1-benzofuran-5-yl}-1H-pyrazolo[4,3-c]pyridine). As a reaction SMILES: [F:1][C:2]1[C:7]([O:8][CH3:9])=[CH:6][C:5]([O:10][CH3:11])=[C:4]([F:12])[C:3]=1[C:13]1[N:18]=[CH:17][C:16]2[C:19](I)=[N:20][NH:21][C:15]=2[CH:14]=1.[CH3:23][N:24]1[CH2:29][CH2:28][N:27]([C:30]([CH:32]2[CH2:36][C:35]3[CH:37]=[C:38](B4OC(C)(C)C(C)(C)O4)[CH:39]=[CH:40][C:34]=3[O:33]2)=[O:31])[CH2:26][CH2:25]1>>[F:1][C:2]1[C:7]([O:8][CH3:9])=[CH:6][C:5]([O:10][CH3:11])=[C:4]([F:12])[C:3]=1[C:13]1[N:18]=[CH:17][C:16]2[C:19]([C:38]3[CH:39]=[CH:40][C:34]4[O:33][CH:32]([C:30]([N:27]5[CH2:28][CH2:29][N:24]([CH3:23])[CH2:25][CH2:26]5)=[O:31])[CH2:36][C:35]=4[CH:37]=3)=[N:20][NH:21][C:15]=2[CH:14]=1. Reactants: FC1=C(C(=C(C=C1OC)OC)F)C1=CC2=C(C=N1)C(=NN2)I (6-(2,6-difluoro-3,5-dimethoxyphenyl)-3-iodo-1H-pyrazolo[4,3-c]pyridine), CN1CCN(CC1)C(=O)C1OC2=C(C1)C=C(C=C2)B2OC(C(O2)(C)C)(C)C (1-methyl-4-{[5-(4,4,5,5-tetramethyl-1,3,2-dioxaborolan-2-yl)-2,3-dihydro-1-benzofuran-2-yl]carbonyl}piperazine). Starting materials: NC1=NC(=NS1)C(C(=O)N[C@H]1[C@@H]2N(C(=C(CS2)C[N+]2=CC=C3N2CCCN3)C(=O)[O-])C1=O)=NOC(C)(C)C(=O)O (7β-(2-(5-amino-1,2,4-thiadiazol-3-yl)-2-(1-carboxy-1-methylethoxyimino)acetamido]-3-(4,5,6,7-tetrahydro-1-pyrazolo[1,5-a]pyrimidinio)methyl-3-cephem-4-carboxylate), S(O)(O)(=O)=O (sulfuric acid). Run in C(C)#N (acetonitrile). Reaction conditions: time 30 minute. Yields the product S(=O)(=O)([O-])O.NC1=NC(=NS1)C(C(=O)N[C@H]1[C@@H]2N(C(=C(CS2)C[N+]2=CC=C3N2CCCN3)C(=O)O)C1=O)=NOC(C)(C)C(=O)O (7β-[2-(5-amino-1,2,4-thiadiazol-3-yl)-2-(1-carboxy-1-methylethoxyimino)acetamido]-3-(4,5,6,7-tetrahydro-1-pyrazolo[1,5-a]-pyrimidinio)methyl-3-cephem-4-carboxylate sulfate). RXN SMILES: [NH2:1][C:2]1[S:6][N:5]=[C:4]([C:7](=[N:33][O:34][C:35]([C:38]([OH:40])=[O:39])([CH3:37])[CH3:36])[C:8]([NH:10][C@@H:11]2[C:31](=[O:32])[N:13]3[C:14]([C:28]([O-:30])=[O:29])=[C:15]([CH2:18][N+:19]4[N:23]5[CH2:24][CH2:25][CH2:26][NH:27][C:22]5=[CH:21][CH:20]=4)[CH2:16][S:17][C@H:12]23)=[O:9])[N:3]=1.[S:41](=[O:45])(=[O:44])([OH:43])[OH:42]>C(#N)C>[S:41]([OH:45])([O-:44])(=[O:43])=[O:42].[NH2:1][C:2]1[S:6][N:5]=[C:4]([C:7](=[N:33][O:34][C:35]([C:38]([OH:40])=[O:39])([CH3:36])[CH3:37])[C:8]([NH:10][C@@H:11]2[C:31](=[O:32])[N:13]3[C:14]([C:28]([OH:30])=[O:29])=[C:15]([CH2:18][N+:19]4[N:23]5[CH2:24][CH2:25][CH2:26][NH:27][C:22]5=[CH:21][CH:20]=4)[CH2:16][S:17][C@H:12]23)=[O:9])[N:3]=1 |f:3.4|. Procedure details: To a suspension of 7β-(2-(5-amino-1,2,4-thiadiazol-3-yl)-2-(1-carboxy-1-methylethoxyimino)acetamido]-3-(4,5,6,7-tetrahydro-1-pyrazolo[1,5-a]pyrimidinio)methyl-3-cephem-4-carboxylate (syn isomer)(0.5 g) in acetonitrile (1 ml) was added 2M sulfuric acid (0.5 ml) at ambient temperature. The mixture was stirred for 30 minutes. The resulting precipitate was collected by filtration to give 7β-[2-(5-amino-1,2,4-thiadiazol-3-yl)-2-(1-carboxy-1-methylethoxyimino)acetamido]-3-(4,5,6,7-tetrahydro-1-pyrazol...